This data is from the Open Reaction Database (ORD), a public repository of structured organic reaction records. The task is: describe an organic reaction: reactants, conditions, products, and yield Reactants: Cl (HCl), C(#N)C1=CC=C(C=C1)C1=CC=C(O1)C#N (5-(4-cyanophenyl)-2-furonitrile), Cl.Cl.N=C(C1=CC=C(C=C1)C1=CC=C(O1)C(OC)=N)OC (methyl 5-(4-[imino(methoxy)methyl]phenyl)-2-furimidate dihydrochloride), C(C)(=O)[O-].[NH4+] (ammonium acetate), alcohol, [NH4+].[OH-] (NH4OH). Run in CO (methanol). Reaction conditions: time 3 hour. Product: O.Cl.Cl.C(N)(=N)C1=CC=C(C=C1)C1=CC=C(O1)C(=N)N (5-( 4-amidinophenyl)-2-furamidine dihydrochloride monohydrate). Yield: 83.0%. Reaction SMILES: [ClH:1].C(C1C=CC(C2[O:14]C(C#N)=CC=2)=CC=1)#N.Cl.Cl.[NH:19]=[C:20](OC)[C:21]1[CH:26]=[CH:25][C:24]([C:27]2[O:31][C:30]([C:32](=[NH:35])OC)=[CH:29][CH:28]=2)=[CH:23][CH:22]=1.C([O-])(=O)C.[NH4+:42].[NH4+:43].[OH-]>CO>[OH2:14].[ClH:1].[ClH:1].[C:20]([C:21]1[CH:26]=[CH:25][C:24]([C:27]2[O:31][C:30]([C:32]([NH2:35])=[NH:43])=[CH:29][CH:28]=2)=[CH:23][CH:22]=1)(=[NH:42])[NH2:19] |f:2.3.4,5.6,7.8,10.11.12.13|. Procedure: Dry HCl was passed into a solution of 5-(4-cyanophenyl)-2-furonitrile (10 g, 0.052 mole) in absolute methanol (100 ml) with stirring at 10°-15° for 3 hours until saturated. The product was collected by filtration; yield: 12 g (71%). A mixture of methyl 5-(4-[imino(methoxy)methyl]phenyl)-2-furimidate dihydrochloride (12 g, 0.036 mole), ammonium acetate (140 g) and absolute alcohol (550 ml) was refluxed for 6 hours and stored overnight at room temperature. The mixture was poured onto ice, adjusted...